From a dataset of the Open Reaction Database (ORD), a public repository of structured organic reaction records. describe an organic reaction: reactants, conditions, products, and yield Reported procedure: 5-(2-Adamantan-1-yl-ethyl)-2-o-tolyl-imidazole-1,4-dicarboxylic acid 1-tert-butyl ester (Example 75, step c) was converted to the isocyanate and reacted with benzyl alcohol according to the procedure of Example 75, step d using benzyl alcohol in place of 3-amino-benzoic acid benzyl ester. The crude reaction mixture was purified by flash column chromatography (silica, hexane/ethyl acetate 3:2) to give the product. 1H NMR (300 MHz, CDCl3) 7.39-7.19 (9H, m), 6.10 (1H, br s), 5.20 (2H, s), 2.79 (2H,... Reactants: C(C)(C)(C)OC(=O)N1C(=NC(=C1CCC12CC3CC(CC(C1)C3)C2)C(=O)O)C2=C(C=CC=C2)C (5-(2-Adamantan-1-yl-ethyl)-2-o-tolyl-imidazole-1,4-dicarboxylic acid 1-tert-butyl Ester), C(C1=CC=CC=C1)O (benzyl alcohol), [N-]=C=O (isocyanate), C(C1=CC=CC=C1)O (benzyl alcohol). RXN SMILES: [C:1]([O:5][C:6]([N:8]1[C:12]([CH2:13][CH2:14][C:15]23[CH2:24][CH:19]4[CH2:20][CH:21]([CH2:23][CH:17]([CH2:18]4)[CH2:16]2)[CH2:22]3)=[C:11](C(O)=O)[N:10]=[C:9]1[C:28]1[CH:33]=[CH:32][CH:31]=[CH:30][C:29]=1[CH3:34])=[O:7])([CH3:4])([CH3:3])[CH3:2].[N-:35]=[C:36]=[O:37].[CH2:38]([OH:45])[C:39]1[CH:44]=[CH:43][CH:42]=[CH:41][CH:40]=1>>[C:1]([O:5][C:6]([N:8]1[C:12]([CH2:13][CH2:14][C:15]23[CH2:22][CH:21]4[CH2:20][CH:19]([CH2:18][CH:17]([CH2:23]4)[CH2:16]2)[CH2:24]3)=[C:11]([NH:35][C:36]([O:45][CH2:38][C:39]2[CH:44]=[CH:43][CH:42]=[CH:41][CH:40]=2)=[O:37])[N:10]=[C:9]1[C:28]1[CH:33]=[CH:32][CH:31]=[CH:30][C:29]=1[CH3:34])=[O:7])([CH3:4])([CH3:3])[CH3:2]. The product is C(C)(C)(C)OC(=O)N1C(=NC(=C1CCC12CC3CC(CC(C1)C3)C2)NC(=O)OCC2=CC=CC=C2)C2=C(C=CC=C2)C (5-(2-Adamantan-1-yl-ethyl)-4-benzyloxycarbonylamino-2-o-tolyl-imidazole-1-carboxylic Acid tert-butyl Ester).